Dataset: the Open Reaction Database (ORD), a public repository of structured organic reaction records. Task: describe an organic reaction: reactants, conditions, products, and yield The reactants are C1CCOC1, CS(=O)(=O)Cl, Cc1c(-c2ccc(C(N)=O)c3[nH]c4cc(CN)ccc4c23)cccc1N1Cc2ccccc2C1=O. The product is Cc1c(-c2ccc(C(N)=O)c3[nH]c4cc(CNS(C)(=O)=O)ccc4c23)cccc1N1Cc2ccccc2C1=O. As a reaction SMILES: [CH2:41]1[O:42][CH2:43][CH2:44][CH2:45]1.[CH3:36][S:37]([Cl:38])(=[O:39])=[O:40].[NH2:1][CH2:2][c:3]1[cH:4][cH:5][c:6]2[c:7]3[c:8](-[c:19]4[c:20]([CH3:35])[c:21]([N:25]5[C:26](=[O:34])[c:27]6[cH:28][cH:29][cH:30][cH:31][c:32]6[CH2:33]5)[cH:22][cH:23][cH:24]4)[cH:9][cH:10][c:11]([C:16](=[O:17])[NH2:18])[c:12]3[nH:13][c:14]2[cH:15]1>>[NH:1]([CH2:2][c:3]1[cH:4][cH:5][c:6]2[c:7]3[c:8](-[c:19]4[c:20]([CH3:35])[c:21]([N:25]5[C:26](=[O:34])[c:27]6[cH:28][cH:29][cH:30][cH:31][c:32]6[CH2:33]5)[cH:22][cH:23][cH:24]4)[cH:9][cH:10][c:11]([C:16](=[O:17])[NH2:18])[c:12]3[nH:13][c:14]2[cH:15]1)[S:37]([CH3:36])(=[O:39])=[O:40]. Reactants: C(CCCCCC)C=1C=CC(=NC1)C1=CC=C(C=C1)O (4-(5-heptyl-2-pyridyl)-phenol), BrCCCCCCCCC1CCCC1 ((8-bromooctyl)-cyclopentane), C([O-])([O-])=O.[K+].[K+] (potassium carbonate). The solvent is CN(C=O)C (dimethylformamide). Reaction conditions: temperature 55 celsius, time 3 hour. Yields the product C(CCCCCC)C=1C=CC(=NC1)C1=CC=C(C=C1)OCCCCCCCCC1CCCC1 (5-heptyl-2-[4-(8-cyclopentyl-octyloxy)-phenyl]-pyridine). Yield: 61.0%. RXN SMILES: [CH2:1]([C:8]1[CH:9]=[CH:10][C:11]([C:14]2[CH:19]=[CH:18][C:17]([OH:20])=[CH:16][CH:15]=2)=[N:12][CH:13]=1)[CH2:2][CH2:3][CH2:4][CH2:5][CH2:6][CH3:7].Br[CH2:22][CH2:23][CH2:24][CH2:25][CH2:26][CH2:27][CH2:28][CH2:29][CH:30]1[CH2:34][CH2:33][CH2:32][CH2:31]1.C(=O)([O-])[O-].[K+].[K+]>CN(C)C=O>[CH2:1]([C:8]1[CH:9]=[CH:10][C:11]([C:14]2[CH:19]=[CH:18][C:17]([O:20][CH2:22][CH2:23][CH2:24][CH2:25][CH2:26][CH2:27][CH2:28][CH2:29][CH:30]3[CH2:34][CH2:33][CH2:32][CH2:31]3)=[CH:16][CH:15]=2)=[N:12][CH:13]=1)[CH2:2][CH2:3][CH2:4][CH2:5][CH2:6][CH3:7] |f:2.3.4|. Procedure: A mixture of 0.157 g of 4-(5-heptyl-2-pyridyl)-phenol, 0.153 g of (8-bromooctyl)-cyclopentane, 6 ml of dimethylformamide and 0.24 g of finely powdered potassium carbonate was stirred at 55° C. for 3 hours. The reaction mixture was partitioned between water and diethyl ether. The organic phase was washed with water and with saturated sodium chloride solution, dried over magnesium sulphate, filtered and the filtrate was concentrated. Chromatography of the crude product (0.28 g) on 10 g of silica g... The reactants are C(CCC)C1(CSC2=C(N(C1=O)C1=CC=C(C=C1)Cl)C=C(C(=C2)OC)Br)CCCC (3,3-dibutyl-4-oxo-5-(4-chlorophenyl)-7-bromo-8-methoxy-2,3,4,5-tetrahydro-1,5-benzothiazepine), C([O-])([O-])=O.[K+].[K+] (potassium carbonate), O (water), C(=O)(O)[O-].[Na+] (NaHCO3), ClC=1C=C(C(=O)OO)C=CC1 (m-chloroperoxybenzoic acid). The solvent is C(Cl)Cl (DCM), C(Cl)Cl (DCM). Reaction conditions: temperature 0 celsius, time 10 hour. The product is O=S1(CC(C(N(C2=C1C=C(C(=C2)Br)OC)C2=CC=C(C=C2)Cl)=O)(CCCC)CCCC)=O (1,1-Dioxo-3,3-dibutyl-4-oxo-5-(4-chlorophenyl)-7-bromo-8-methoxy-2,3,4,5-tetrahydro-1,5-benzothiazepine). Isolated yield 96.0%. Reaction SMILES: [CH2:1]([C:5]1([CH2:27][CH2:28][CH2:29][CH3:30])[C:11](=[O:12])[N:10]([C:13]2[CH:18]=[CH:17][C:16]([Cl:19])=[CH:15][CH:14]=2)[C:9]2[CH:20]=[C:21]([Br:26])[C:22]([O:24][CH3:25])=[CH:23][C:8]=2[S:7][CH2:6]1)[CH2:2][CH2:3][CH3:4].C(=O)([O-])[O-:32].[K+].[K+].ClC1C=C(C=CC=1)C(OO)=O.C([O-])(O)=O.[Na+].[OH2:53]>C(Cl)Cl>[O:53]=[S:7]1(=[O:32])[C:8]2[CH:23]=[C:22]([O:24][CH3:25])[C:21]([Br:26])=[CH:20][C:9]=2[N:10]([C:13]2[CH:14]=[CH:15][C:16]([Cl:19])=[CH:17][CH:18]=2)[C:11](=[O:12])[C:5]([CH2:27][CH2:28][CH2:29][CH3:30])([CH2:1][CH2:2][CH2:3][CH3:4])[CH2:6]1 |f:1.2.3,5.6|. Procedure: To a mixture of 3,3-dibutyl-4-oxo-5-(4-chlorophenyl)-7-bromo-8-methoxy-2,3,4,5-tetrahydro-1,5-benzothiazepine (Method 95; 0.67 g, 1.304 mmol), DCM (34 ml), water (34 ml) and potassium carbonate (0.554 g, 4.0 mmol) was added at 0° C. m-chloroperoxybenzoic acid (0.78 g, 3.2 mmol) in one portion. The reaction mixture was stirred at 0° C. for 10 h and then at room temperature for 14 hours. DCM (100 ml) and NaHCO3 (aq, sat; 150 ml) were added. The organic layer was separated, washed with brine, dried... The reactants are C(C)OC(CN1C2=C(C(C=C1C(=O)OCC)=O)C=C(C(C=C2)=O)O)=O (4,7-dihydro-4,7-dioxo-2-ethoxycarbonyl-6-hydroxy-1H-cyclohepta[b]pyridine-1-acetic acid ethyl ester), [OH-].[K+] (potassium hydroxide), Cl (Hydrochloric acid). Reaction conditions: time 2.5 hour. Product: C(=O)(O)C1=CC(C2=C(N1CC(=O)O)C(C(=C2)O)=O)=O (2-Carboxy-4,7-dihydro-4,7-dioxo-6-hydroxy-1H-cyclopenta[b]pyridine-1-acetic Acid). As a reaction SMILES: C([O:3][C:4](=[O:25])[CH2:5][N:6]1[C:11]([C:12]([O:14]CC)=[O:13])=[CH:10][C:9](=[O:17])[C:8]2[CH:18]=[C:19]([OH:24])[C:20](=[O:23])C=C[C:7]1=2)C.[OH-].[K+].Cl>>[C:12]([C:11]1[N:6]([CH2:5][C:4]([OH:3])=[O:25])[C:7]2[C:20](=[O:23])[C:19]([OH:24])=[CH:18][C:8]=2[C:9](=[O:17])[CH:10]=1)([OH:14])=[O:13] |f:1.2|. Reported procedure: A mixture of 4,7-dihydro-4,7-dioxo-2-ethoxycarbonyl-6-hydroxy-1H-cyclohepta[b]pyridine-1-acetic acid ethyl ester (1.7 g, described in Example 15) and 1N potassium hydroxide (12 ml) is stirred at room temperature for 2.5 hr. Hydrochloric acid (19%) is added until the mixture is acidic. The precipitate is collected and washed with water, acetone and ether to obtain the title compound, mp > 270° C. Reactants: O, O=S(=O)(O)O, N#Cc1ccc(C(F)(F)F)cc1Sc1ccccc1. Yields the product O=C(O)c1ccc(C(F)(F)F)cc1Sc1ccccc1. Reaction SMILES: [OH2:25].[S:20]([OH:21])(=[O:22])(=[O:23])[OH:24].[c:1]1([S:7][c:8]2[c:9]([C:10]#[N:11])[cH:12][cH:13][c:14]([C:16]([F:17])([F:18])[F:19])[cH:15]2)[cH:2][cH:3][cH:4][cH:5][cH:6]1>>[c:1]1([S:7][c:8]2[c:9]([C:10]([OH:21])=[O:25])[cH:12][cH:13][c:14]([C:16]([F:17])([F:18])[F:19])[cH:15]2)[cH:2][cH:3][cH:4][cH:5][cH:6]1. Reactants: [N+](=O)([O-])[O-].[Na+] (sodium nitrate), NC=1C(=C(C=C(C1)C(F)(F)F)Cl)Cl (5-amino-3,4-dichloro-α,α,α-trifluorotoluene), Cl (hydrochloric acid). Run in O (water). Run at temperature 80 celsius. Product: ClC=1C=C(C=C(C1Cl)Cl)C(F)(F)F (3,4,5-trichloro-α,α,α-trifluorotoluene). The yield is 55.0%. Reaction SMILES: [N+]([O-])([O-])=O.[Na+].N[C:7]1[C:8]([Cl:18])=[C:9]([Cl:17])[CH:10]=[C:11]([C:13]([F:16])([F:15])[F:14])[CH:12]=1.[ClH:19]>O>[Cl:19][C:7]1[CH:12]=[C:11]([C:13]([F:16])([F:15])[F:14])[CH:10]=[C:9]([Cl:17])[C:8]=1[Cl:18] |f:0.1|. Reported procedure: A solution of sodium nitrate (39 g.) in water (85 ml.) is added over 1 hour to a solution of 5-amino-3,4-dichloro-α,α,α-trifluorotoluene (117.5 g., 0.51 mol) in 1700 ml. concentrated hydrochloric acid at -6° C. and the solution stirred for 1 hour then filtered. The filtrate is added to a solution of cuprous chloride (76.5 g.) in concentrated hydrochloric acid (500 ml.) over 5 minutes at 0° to 8° C. and gradually heated to 80° C. over 80 minutes. The reaction mixture is cooled to 35° C. and extra... Starting materials: CCCCCCC(OC(=O)c1ccc(OCc2ccccc2)cc1)C(F)(F)F, CCOC(C)=O. Yields the product CCCCCCC(OC(=O)c1ccc(O)cc1)C(F)(F)F. RXN SMILES: [CH2:1]([c:2]1[cH:3][cH:4][cH:5][cH:6][cH:7]1)[O:8][c:9]1[cH:10][cH:11][c:12]([C:13](=[O:14])[O:15][CH:16]([CH2:17][CH2:18][CH2:19][CH2:20][CH2:21][CH3:22])[C:23]([F:24])([F:25])[F:26])[cH:27][cH:28]1.[CH3:29][CH2:30][O:31][C:32](=[O:33])[CH3:34]>>[OH:8][c:9]1[cH:10][cH:11][c:12]([C:13](=[O:14])[O:15][CH:16]([CH2:17][CH2:18][CH2:19][CH2:20][CH2:21][CH3:22])[C:23]([F:24])([F:25])[F:26])[cH:27][cH:28]1. The reactants are CN(CCN(C)C)C (N,N,N′,N′-Tetramethylethylenediamine), CC1(C2=CC=CC(=C2OC=2C(=CC=CC12)P(C1=CC=CC=C1)C1=CC=CC=C1)P(C1=CC=CC=C1)C1=CC=CC=C1)C ((9,9-dimethyl-9H-xanthene-4,5-diyl)bis(diphenylphosphine)), BrC1=C(C=C(C=C1)C(C)=O)F (1-(4-bromo-3-fluorophenyl)ethanone). The reagents and catalysts are [C-]#N.[Zn+2].[C-]#N (zinc cyanide), C=1C=CC(=CC1)/C=C/C(=O)/C=C/C2=CC=CC=C2.C=1C=CC(=CC1)/C=C/C(=O)/C=C/C2=CC=CC=C2.C=1C=CC(=CC1)/C=C/C(=O)/C=C/C2=CC=CC=C2.[Pd].[Pd] (tris(dibenzylideneacetone)dipalladium(0)). Run in CN(C=O)C (N,N-dimethylformamide). Conditions: temperature 160 celsius. Yields the product C(C)(=O)C1=CC(=C(C#N)C=C1)F (4-acetyl-2-fluorobenzonitrile). RXN SMILES: C[N:2](C)[CH2:3][CH2:4]N(C)C.CC1(C)C2C=CC=C(P(C3C=CC=CC=3)C3C=CC=CC=3)C=2OC2C1=CC=CC=2P(C1C=CC=CC=1)C1C=CC=CC=1.BrC1[CH:57]=[CH:56][C:55]([C:58](=[O:60])[CH3:59])=[CH:54][C:53]=1[F:61]>CN(C)C=O.[C-]#N.[Zn+2].[C-]#N.C1C=CC(/C=C/C(/C=C/C2C=CC=CC=2)=O)=CC=1.C1C=CC(/C=C/C(/C=C/C2C=CC=CC=2)=O)=CC=1.C1C=CC(/C=C/C(/C=C/C2C=CC=CC=2)=O)=CC=1.[Pd].[Pd]>[C:58]([C:55]1[CH:56]=[CH:57][C:4]([C:3]#[N:2])=[C:53]([F:61])[CH:54]=1)(=[O:60])[CH3:59] |f:4.5.6,7.8.9.10.11|. Reported procedure: N,N,N′,N′-Tetramethylethylenediamine (0.667 mL, 4.42 mmol), zinc cyanide (1.46 g, 12.4 mmol), tris(dibenzylideneacetone)dipalladium(0) (54.05 mg, 0.059 mmol) and (9,9-dimethyl-9H-xanthene-4,5-diyl)bis(diphenylphosphine) (124.3 mg, 0.215 mmol) was added successively to a solution of 1-(4-bromo-3-fluorophenyl)ethanone (4.34 g, 20.0 mmol) in N,N-dimethylformamide (15 mL) in a microwave tube. The tube was sealed and degassed three times, and heated to 160° C. under microwave irradiation with a 240 s...